This data is from the Open Reaction Database (ORD), a public repository of structured organic reaction records. The task is: describe an organic reaction: reactants, conditions, products, and yield Starting materials: Cl.C(C)OC(CCCN)=O (4-Amino-butyric acid ethyl ester HCl salt), CCN(C(C)C)C(C)C (Hunig's base), COC(=O)C=1C(=C2C=C(C(N(C2=CN1)CC1=CC=CC=C1)=O)C1=CC(=CC=C1)OC)O (1-benzyl-5-hydroxy-3-(3-methoxy-phenyl)-2-oxo-1,2-dihydro-[1,7]naphthyridine-6-carboxylic acid methyl ester), [OH-].[Na+] (NaOH), C=1C=CC2=C(C1)N=NN2O (HOBt), C(CCl)Cl (EDC). Solvent: C1CCOC1 (THF), CO (MeOH), C(Cl)Cl (CH2Cl2), CCOC(=O)C (EtOAc). Conditions: time 8 hour. Product: C(C)OC(CCCNC(=O)C=1C(=C2C=C(C(N(C2=CN1)CC1=CC=CC=C1)=O)C1=CC(=CC=C1)OC)O)=O (4-{[1-Benzyl-5-hydroxy-3-(3-methoxy-phenyl)-2-oxo-1,2-dihydro-[1,7]naphthyridine-6-carbonyl]-amino}-butyric acid ethyl ester). The yield is 52.6%. Reaction SMILES: CO[C:3]([C:5]1[C:6]([OH:31])=[C:7]2[C:12](=[CH:13][N:14]=1)[N:11]([CH2:15][C:16]1[CH:21]=[CH:20][CH:19]=[CH:18][CH:17]=1)[C:10](=[O:22])[C:9]([C:23]1[CH:28]=[CH:27][CH:26]=[C:25]([O:29][CH3:30])[CH:24]=1)=[CH:8]2)=[O:4].[OH-].[Na+].C1C=CC2N(O)N=NC=2C=1.C(Cl)CCl.Cl.[CH2:49]([O:51][C:52](=[O:57])[CH2:53][CH2:54][CH2:55][NH2:56])[CH3:50].CCN(C(C)C)C(C)C>CCOC(C)=O.C(Cl)Cl.C1COCC1.CO>[CH2:49]([O:51][C:52](=[O:57])[CH2:53][CH2:54][CH2:55][NH:56][C:3]([C:5]1[C:6]([OH:31])=[C:7]2[C:12](=[CH:13][N:14]=1)[N:11]([CH2:15][C:16]1[CH:17]=[CH:18][CH:19]=[CH:20][CH:21]=1)[C:10](=[O:22])[C:9]([C:23]1[CH:28]=[CH:27][CH:26]=[C:25]([O:29][CH3:30])[CH:24]=1)=[CH:8]2)=[O:4])[CH3:50] |f:1.2,5.6|. Procedure: A mixture of 1-benzyl-5-hydroxy-3-(3-methoxy-phenyl)-2-oxo-1,2-dihydro-[1,7]naphthyridine-6-carboxylic acid methyl ester (60 mg, 0.14 mmol), 2 M NaOH (3 mL), MeOH (3 mL) and THF (3 mL) was stirred at r.t. overnight, then concentrated to approximately one-third of its original volume. 1 M HCl was added to acidify the mixture, and the resulting suspension was extracted with EtOAc. The organic layer was dried over MgSO4 and concentrated. To the residue were then added HOBt (32 mg, 0.23 mmol), CH2Cl... The reactants are CCCC[N+](CCCC)(CCCC)CCCC.[F-] (TBAF), C1CCOC1 (THF), CC(=O)O (AcOH), C(C1=CC=CC=C1)OCO[C@@H]([C@@H](C[C@@H]1CCC([C@](O1)(OC)C(C)(\C=C\[C@@H]1O[C@@H](CC(C1)=C)C[C@@H]1O[C@@H](CC(C1)=C)C[C@H](CCO[Si](C1=CC=CC=C1)(C1=CC=CC=C1)C(C)(C)C)OCC1=CC=C(C=C1)OC)C)=O)O[Si](C)(C)C(C)(C)C)C ((2S,6S)-6-((2R,3R)-3-(benzyloxymethoxy)-2-(tert-butyldimethylsilyloxy)butyl)-2-((E)-4-((2R,6S)-6-(((2R,6S)-6-((S)-4-(tert-butyldiphenylsilyloxy)-2-(4-methoxybenzyloxyl)butyl)-4-methylene-tetrahydro-2H-pyran-2-yl)methyl)-4-methylene-tetrahydro-2H-pyran-2-yl)-2-methylbut-3-en-2-yl)-2-methoxy-dihydro-2H-pyran-3(4H)-one). Solvent: CN(C)C=O (DMF), CN(C)C=O (DMF), CN(C)C=O (DMF). Run at time 21 hour. Product: C(C1=CC=CC=C1)OCO[C@@H]([C@@H](C[C@@H]1CCC([C@](O1)(OC)C(C)(\C=C\[C@@H]1O[C@@H](CC(C1)=C)C[C@@H]1O[C@@H](CC(C1)=C)C[C@H](CCO)OCC1=CC=C(C=C1)OC)C)=O)O[Si](C)(C)C(C)(C)C)C ((2S,6S)-6-((2R,3R)-3-(benzyloxymethoxy)-2-(tert-butyldimethylsilyloxy)butyl)-2-((E)-4-((2R,6S)-6-(((2R,6S)-6-((S)-4-hydroxy-2-(4-methoxybenzyloxyl)butyl)-4-methylene-tetrahydro-2H-pyran-2-yl)methyl)-4-methylene-tetrahydro-2H-pyran-2-yl)-2-methylbut-3-en-2-yl)-2-methoxy-dihydro-2H-pyran-3(4H)-one). Isolated yield 90.2%. As a reaction SMILES: [CH2:1]([O:8][CH2:9][O:10][C@H:11]([CH3:83])[C@H:12]([O:75][Si:76]([C:79]([CH3:82])([CH3:81])[CH3:80])([CH3:78])[CH3:77])[CH2:13][C@H:14]1[O:19][C@:18]([C:22]([CH3:73])(/[CH:24]=[CH:25]/[C@H:26]2[CH2:31][C:30](=[CH2:32])[CH2:29][C@@H:28]([CH2:33][C@H:34]3[CH2:39][C:38](=[CH2:40])[CH2:37][C@@H:36]([CH2:41][C@@H:42]([O:63][CH2:64][C:65]4[CH:70]=[CH:69][C:68]([O:71][CH3:72])=[CH:67][CH:66]=4)[CH2:43][CH2:44][O:45][Si](C(C)(C)C)(C4C=CC=CC=4)C4C=CC=CC=4)[O:35]3)[O:27]2)[CH3:23])([O:20][CH3:21])[C:17](=[O:74])[CH2:16][CH2:15]1)[C:2]1[CH:7]=[CH:6][CH:5]=[CH:4][CH:3]=1.CCCC[N+](CCCC)(CCCC)CCCC.[F-].C1COCC1.CC(O)=O>CN(C=O)C>[CH2:1]([O:8][CH2:9][O:10][C@H:11]([CH3:83])[C@H:12]([O:75][Si:76]([C:79]([CH3:82])([CH3:81])[CH3:80])([CH3:77])[CH3:78])[CH2:13][C@H:14]1[O:19][C@:18]([C:22]([CH3:73])(/[CH:24]=[CH:25]/[C@H:26]2[CH2:31][C:30](=[CH2:32])[CH2:29][C@@H:28]([CH2:33][C@H:34]3[CH2:39][C:38](=[CH2:40])[CH2:37][C@@H:36]([CH2:41][C@@H:42]([O:63][CH2:64][C:65]4[CH:70]=[CH:69][C:68]([O:71][CH3:72])=[CH:67][CH:66]=4)[CH2:43][CH2:44][OH:45])[O:35]3)[O:27]2)[CH3:23])([O:20][CH3:21])[C:17](=[O:74])[CH2:16][CH2:15]1)[C:2]1[CH:3]=[CH:4][CH:5]=[CH:6][CH:7]=1 |f:1.2|. Procedure details: To stirring solution of TBDPS ether 7 (119 mg, 0.101 mmol, 1.0 equiv) in DMF, was added a solution containing 1.0 M TBAF in THF (101 μL, 0.101 mmol, 1.0 equiv), and 1.0 M AcOH in DMF (101 μL, 0.101 mmol, 1.0 equiv) in additional DMF (300 μL), via cannula, rinsing once with DMF (300 μL). Stirring continued at rt for 21 h, and the reaction mixture was diluted with 40% EtOAc/hexanes (5 mL) and quenched with water (5 mL). The phases were separated and the aqueous phase was extracted three times with... Starting materials: C(C1=CC=CC=C1)[C@H](C(=O)O)CC[C@@H](C(N[C@H]1C(N(CCCC1)C1=CC=CC=C1)=O)=O)CC1=CC=CC=C1 ((2R,5R)-2,5-Dibenzyl-6-oxo-6-((R)-2-oxo-1-phenylazepan-3-ylamino)hexanoic acid), N[C@@H]1C(N2[C@@H](SCC1)CC[C@H](C2)C(F)(F)F)=O ((4S,8R,10aS)-4-Amino-8-(trifluoromethyl)hexahydro-2H-pyrido[2,1-b][1,3]thiazepin-5(7H)-one). The product is C(C1=CC=CC=C1)[C@H](C(=O)N[C@@H]1C(N(CCCC1)C1=CC=CC=C1)=O)CC[C@@H](C(=O)N[C@@H]1C(N2[C@@H](SCC1)CC[C@H](C2)C(F)(F)F)=O)CC2=CC=CC=C2 ((2R,5R)-2,5-Dibenzyl-N1-((S)-2-oxo-1-phenylazepan-3-yl)-N6-((4S,8R,10aS)-5-oxo-8-(trifluoromethyl)octahydro-2H-pyrido[2,1-b][1,3]thiazepin-4-yl)hexanediamide), solid. Isolated yield 63.0%. Reaction SMILES: [CH2:1]([C@@H:8]([CH2:12][CH2:13][C@H:14]([CH2:32][C:33]1[CH:38]=[CH:37][CH:36]=[CH:35][CH:34]=1)[C:15](=[O:31])[NH:16][C@@H:17]1[CH2:23][CH2:22][CH2:21][CH2:20][N:19]([C:24]2[CH:29]=[CH:28][CH:27]=[CH:26][CH:25]=2)[C:18]1=[O:30])[C:9](O)=[O:10])[C:2]1[CH:7]=[CH:6][CH:5]=[CH:4][CH:3]=1.[NH2:39][C@H:40]1[CH2:46][CH2:45][S:44][C@H:43]2[CH2:47][CH2:48][C@@H:49]([C:51]([F:54])([F:53])[F:52])[CH2:50][N:42]2[C:41]1=[O:55]>>[CH2:32]([C@@H:14]([CH2:13][CH2:12][C@H:8]([CH2:1][C:2]1[CH:3]=[CH:4][CH:5]=[CH:6][CH:7]=1)[C:9]([NH:39][C@H:40]1[CH2:46][CH2:45][S:44][C@H:43]2[CH2:47][CH2:48][C@@H:49]([C:51]([F:52])([F:54])[F:53])[CH2:50][N:42]2[C:41]1=[O:55])=[O:10])[C:15]([NH:16][C@H:17]1[CH2:23][CH2:22][CH2:21][CH2:20][N:19]([C:24]2[CH:25]=[CH:26][CH:27]=[CH:28][CH:29]=2)[C:18]1=[O:30])=[O:31])[C:33]1[CH:38]=[CH:37][CH:36]=[CH:35][CH:34]=1. Procedure: (2R,5R)-2,5-Dibenzyl-N1-((S)-2-oxo-1-phenylazepan-3-yl)-N6-((4S,8R,10aS)-5-oxo-8-(trifluoromethyl)octahydro-2H-pyrido[2,1-b][1,3]thiazepin-4-yl)hexanediamide was synthesized as described in General Procedure H using Intermediate 24 (15 mg, 0.029 mmol) and Intermediate 61 (9.4 mg, 0.035 mmol) to give a white solid (14 mg, 63% yield). Anal. Calcd. for C42H49F3N4O4S m/z 762.4. found: 763.3 (M+H)+; 1H NMR (400 MHz, CDCl3) δ ppm 7.45-7.02 (m, 15H), 5.24 (t, 1H), 5.02-4.90 (m, 1H), 4.79 (dd, J=9.4, 7....